This data is from the Open Reaction Database (ORD), a public repository of structured organic reaction records. The task is: describe an organic reaction: reactants, conditions, products, and yield Starting materials: BrBr (bromine), [Cl-].[Al+3].[Cl-].[Cl-] (aluminum chloride), FC=1C=C2C=CC(=NC2=CC1)C (6-fluoroquinaldine), Formula II. The solvent is ClCCCl (1,2-dichoroethane). Yields the product BrC1=C2C=CC(=NC2=CC=C1F)C (5-bromo-6-fluoroquinaldine), Formula III. As a reaction SMILES: [F:1][C:2]1[CH:3]=[C:4]2[C:9](=[CH:10][CH:11]=1)[N:8]=[C:7]([CH3:12])[CH:6]=[CH:5]2.[Br:13]Br.[Cl-].[Al+3].[Cl-].[Cl-]>ClCCCl>[Br:13][C:3]1[C:2]([F:1])=[CH:11][CH:10]=[C:9]2[C:4]=1[CH:5]=[CH:6][C:7]([CH3:12])=[N:8]2 |f:2.3.4.5|. Procedure: In step (1) of the reaction scheme, the known compound 6-fluoroquinaldine of Formula II is brominated with liquid bromine in the presence of aluminum chloride in a suitable solvent such as 1,2-dichoroethane. The reaction mixture is heated at reflux for several hours to provide the novel intermediate 5-bromo-6-fluoroquinaldine of Formula III. Starting materials: [H-].[Na+] (NaH), C(C)C=1C=NC(=NC1)N1CCC(CC1)O (1-(5-ethylpyrimidin-2-yl)piperidin-4-ol), BrC1=CN(C2=C1N=CN=C2Cl)C (7-bromo-4-chloro-5-methyl-5H-pyrrolo[3,2-d]pyrimidine). Solvent: CN(C)C=O (DMF). Reaction conditions: temperature 0 celsius, time 30 minute. Product: BrC1=CN(C2=C1N=CN=C2OC2CCN(CC2)C2=NC=C(C=N2)CC)C (7-bromo-4-(1-(5-ethylpyrimidin-2-yl)piperidin-4-yloxy)-5-methyl-5H-pyrrolo[3,2-d]pyrimidine). Reaction SMILES: [CH2:1]([C:3]1[CH:4]=[N:5][C:6]([N:9]2[CH2:14][CH2:13][CH:12]([OH:15])[CH2:11][CH2:10]2)=[N:7][CH:8]=1)[CH3:2].[H-].[Na+].[Br:18][C:19]1[C:23]2[N:24]=[CH:25][N:26]=[C:27](Cl)[C:22]=2[N:21]([CH3:29])[CH:20]=1>CN(C=O)C>[Br:18][C:19]1[C:23]2[N:24]=[CH:25][N:26]=[C:27]([O:15][CH:12]3[CH2:11][CH2:10][N:9]([C:6]4[N:7]=[CH:8][C:3]([CH2:1][CH3:2])=[CH:4][N:5]=4)[CH2:14][CH2:13]3)[C:22]=2[N:21]([CH3:29])[CH:20]=1 |f:1.2|. Procedure details: 1-(5-ethylpyrimidin-2-yl)piperidin-4-ol (93 mg) was added to DMF (5 mL), and cooled to 0° C. Then, NaH (27 mg) was added thereto, and stirred for 30 min. 7-bromo-4-chloro-5-methyl-5H-pyrrolo[3,2-d]pyrimidine (100 mg) was added thereto, and stirred at room temperature for 12 hours. The reaction mixture was extracted with ethyl acetate and distilled water, and the organic layer thus obtained was washed with water and a saline solution. Subsequently, the washed organic layer was dried over anhydrou... Starting materials: C(C)(C)(C)OC(=O)N(CC=O)CCC1=CC=CC=C1 (N-t-butoxycarbonyl-N-(2-oxo-ethyl)-2-phenyl-ethylamine), Cl.N1C=C(C2=CC=CC=C12)C[C@@H](CC(=O)O)N ((S)-2-(1H-indol-3-yl)-1-carboxymethyl-ethylamine hydrochloride salt), C(#N)[BH3-].[Na+] (sodium cyanoborohydride). The solvent is CO (methanol), C1CCOC1 (THF), C(C)(=O)OCC (ethyl acetate). Yields the product N1C=C(C2=CC=CC=C12)C[C@H]1C(N(CCN1)CCC1=CC=CC=C1)=O ((S)-3-(1H-Indol-3-ylmethyl)-1-(2-phenyl-ethyl)-2-oxo-piperazine). RXN SMILES: C(O[C:6]([N:8]([CH2:12][CH2:13][C:14]1[CH:19]=[CH:18][CH:17]=[CH:16][CH:15]=1)[CH2:9][CH:10]=O)=[O:7])(C)(C)C.Cl.[NH:21]1[C:29]2[C:24](=[CH:25][CH:26]=[CH:27][CH:28]=2)[C:23]([CH2:30][C@H:31]([NH2:36])CC(O)=O)=[CH:22]1.C([BH3-])#N.[Na+]>CO.C1COCC1.C(OCC)(=O)C>[NH:21]1[C:29]2[C:24](=[CH:25][CH:26]=[CH:27][CH:28]=2)[C:23]([CH2:30][C@@H:31]2[NH:36][CH2:10][CH2:9][N:8]([CH2:12][CH2:13][C:14]3[CH:15]=[CH:16][CH:17]=[CH:18][CH:19]=3)[C:6]2=[O:7])=[CH:22]1 |f:1.2,3.4|. Reported procedure: Combine N-t-butoxycarbonyl-N-(2-oxo-ethyl)-2-phenyl-ethylamine (5.10 g, 19.16 mmol) and (S)-2-(1H-indol-3-yl)-1-carboxymethyl-ethylamine hydrochloride salt ((S)-tryptophan methyl ester hydrochloride salt) (4.90 g, 19.23 mmol) in methanol (50 mL) and stir for 10 minutes. Add sodium cyanoborohydride in solution (19.0 mL, 1M in THF, 19.0 mmol) and stir under an inert atmosphere for 18 hours. Concentrate in vacuo to obtain a residue. Dilute the residue with ethyl acetate and extract with water. Sepa... The reactants are CC(C)(C)Cc1nc2cc(Br)ccc2n1CC1CC1, C1COCCO1, CCN(C(C)C)C(C)C, O=C(C=Cc1ccccc1)C=Cc1ccccc1, O=C(C=Cc1ccccc1)C=Cc1ccccc1, O=C(C=Cc1ccccc1)C=Cc1ccccc1, [Pd], [Pd], COC(=O)CS, CC1(C)c2cccc(P(c3ccccc3)c3ccccc3)c2Oc2c(P(c3ccccc3)c3ccccc3)cccc21. Yields the product COC(=O)CSc1ccc2c(c1)nc(CC(C)(C)C)n2CC1CC1. Reaction SMILES: [Br:1][c:2]1[cH:3][c:4]2[c:5]([n:6]([CH2:14][CH:15]3[CH2:16][CH2:17]3)[c:7]([CH2:9][C:10]([CH3:11])([CH3:12])[CH3:13])[n:8]2)[cH:18][cH:19]1.[CH2:77]1[O:78][CH2:79][CH2:80][O:81][CH2:82]1.[CH:20]([N:21]([CH2:22][CH3:23])[CH:24]([CH3:25])[CH3:26])([CH3:27])[CH3:28].[O:103]=[C:104]([CH:105]=[CH:106][c:107]1[cH:108][cH:109][cH:110][cH:111][cH:112]1)[CH:113]=[CH:114][c:115]1[cH:116][cH:117][cH:118][cH:119][cH:120]1.[O:121]=[C:122]([CH:123]=[CH:124][c:125]1[cH:126][cH:127][cH:128][cH:129][cH:130]1)[CH:131]=[CH:132][c:133]1[cH:134][cH:135][cH:136][cH:137][cH:138]1.[O:85]=[C:86]([CH:87]=[CH:88][c:89]1[cH:90][cH:91][cH:92][cH:93][cH:94]1)[CH:95]=[CH:96][c:97]1[cH:98][cH:99][cH:100][cH:101][cH:102]1.[Pd:83].[Pd:84].[SH:29][CH2:30][C:31](=[O:32])[O:33][CH3:34].[c:35]1([P:36]([c:37]2[cH:38][cH:39][cH:40][cH:41][cH:42]2)[c:43]2[c:44]3[c:68]([cH:69][cH:70][cH:71]2)[C:65]([CH3:66])([CH3:67])[c:47]2[c:46]([c:51]([P:52]([c:53]4[cH:54][cH:55][cH:56][cH:57][cH:58]4)[c:59]4[cH:60][cH:61][cH:62][cH:63][cH:64]4)[cH:50][cH:49][cH:48]2)[O:45]3)[cH:72][cH:73][cH:74][cH:75][cH:76]1>>[c:2]1([S:29][CH2:30][C:31](=[O:32])[O:33][CH3:34])[cH:3][c:4]2[c:5]([n:6]([CH2:14][CH:15]3[CH2:16][CH2:17]3)[c:7]([CH2:9][C:10]([CH3:11])([CH3:12])[CH3:13])[n:8]2)[cH:18][cH:19]1. Starting materials: CC(=O)OC(C)=O, COC(=O)c1ccc(CN)nc1Cl, O=CO. The product is COC(=O)c1ccc(CNC=O)nc1Cl. As a reaction SMILES: [CH3:14][C:15](=[O:16])[O:17][C:18](=[O:19])[CH3:20].[CH3:1][O:2][C:3]([c:4]1[c:5]([Cl:12])[n:6][c:7]([CH2:10][NH2:11])[cH:8][cH:9]1)=[O:13].[CH:21]([OH:22])=[O:23]>>[CH3:1][O:2][C:3]([c:4]1[c:5]([Cl:12])[n:6][c:7]([CH2:10][NH:11][CH:15]=[O:16])[cH:8][cH:9]1)=[O:13]. Reactants: BrC=1C(=C2C(=NC1)NC(=N2)C2=CC=C(C=C2)N(C)C)N2CCN(CC2)C(=O)NC2=CC=CC=C2 (4-(6-bromo-2-(4-(dimethylamino)phenyl)-3H-imidazo[4,5-b]pyridin-7-yl)-N-phenylpiperazine-1-carboxamide), O1CCN(CC1)CCOC1=CC=C(C=O)C=C1 (4-(2-morpholinoethoxy)benzaldehyde), BrC=1C(=C(C(=NC1)N)[N+](=O)[O-])N1CCN(CC1)CC=1C=NC=CC1 (5-bromo-3-nitro-4-(4-(pyridin-3-ylmethyl)piperazin-1-yl)pyridin-2-amine), [O-]S(=O)S(=O)[O-].[Na+].[Na+] (Na2S2O4). The solvent is C(C)O (ethanol), CN(C)C=O (DMF). Conditions: time 6 hour. Yields the product BrC=1C(=C2C(=NC1)NC(=N2)C2=CC=C(OCCN1CCOCC1)C=C2)N2CCN(CC2)CC=2C=NC=CC2 (4-(2-(4-(6-Bromo-7-(4-(pyridin-3-ylmethyl)piperazin-1-yl)-3H-imidazo[4,5-b]pyridin-2-yl)phenoxy)ethyl)morpholine). The yield is 18.2%. RXN SMILES: BrC1C(N2CCN(C(NC3C=CC=CC=3)=O)CC2)=C2N=C(C3C=CC(N(C)C)=CC=3)NC2=NC=1.[Br:35][C:36]1[C:37]([N:46]2[CH2:51][CH2:50][N:49]([CH2:52][C:53]3[CH:54]=[N:55][CH:56]=[CH:57][CH:58]=3)[CH2:48][CH2:47]2)=[C:38]([N+:43]([O-])=O)[C:39]([NH2:42])=[N:40][CH:41]=1.[O-]S(S([O-])=O)=O.[Na+].[Na+].[O:67]1[CH2:72][CH2:71][N:70]([CH2:73][CH2:74][O:75][C:76]2[CH:83]=[CH:82][C:79]([CH:80]=O)=[CH:78][CH:77]=2)[CH2:69][CH2:68]1>C(O)C.CN(C=O)C>[Br:35][C:36]1[C:37]([N:46]2[CH2:51][CH2:50][N:49]([CH2:52][C:53]3[CH:54]=[N:55][CH:56]=[CH:57][CH:58]=3)[CH2:48][CH2:47]2)=[C:38]2[N:43]=[C:80]([C:79]3[CH:78]=[CH:77][C:76]([O:75][CH2:74][CH2:73][N:70]4[CH2:69][CH2:68][O:67][CH2:72][CH2:71]4)=[CH:83][CH:82]=3)[NH:42][C:39]2=[N:40][CH:41]=1 |f:2.3.4|. Reported procedure: This was prepared using the same procedure as for 4-(6-bromo-2-(4-(dimethylamino)phenyl)-3H-imidazo[4,5-b]pyridin-7-yl)-N-phenylpiperazine-1-carboxamide, but here using 5-bromo-3-nitro-4-(4-(pyridin-3-ylmethyl)piperazin-1-yl)pyridin-2-amine (30 mg, 0.076 mmol), DMF (0.15 mL), ethanol (0.85 mL), 1M Na2S2O4 (3 eq, 0.23 mmol, 0.23 mL) and 4-(2-morpholinoethoxy)benzaldehyde (1.2 eq, 0.091 mmol, 22 mg). After 6 h, concentration in vacuo and purification by preparative tlc (CH2Cl2-MeOH, 85:15) gave th... Starting materials: F[B-](F)(F)F.N1(N=NC2=C1C=CC=C2)OC(=[N+](C)C)N(C)C (O-(benzotriazol-1-yl)-N,N,N′,N′-tetramethyluronium tetrafluoroborate), CCN(C(C)C)C(C)C (DIEA), amino acid, C(C)(C)(C)OC(=O)N1C=CC=2C=NC(=CC21)C=2OC(=CC2)C(=O)O (6-(5-Carboxy-furan-2-yl)-pyrrolo[3,2-c]pyridine-1-carboxylic acid tert-butyl ester), CN(C)C=O (DMF). Conditions: time 5 hour. The product is C1(CCCCC1)[C@@H](C(NC)=O)NC(=O)C=1OC(=CC1)C1=CC2=C(C=N1)C=CN2 (5-(1H-Pyrrolo[3,2-c]pyridin-6-yl)-furan-2-carboxylic acid ((S)-cyclohexyl-methylcarbamoyl-methyl)-amide). Yield: 8.0%. Reaction SMILES: C(OC([N:8]1[C:16]2[CH:15]=[C:14]([C:17]3[O:18][C:19]([C:22]([OH:24])=O)=[CH:20][CH:21]=3)[N:13]=[CH:12][C:11]=2[CH:10]=[CH:9]1)=O)(C)(C)C.F[B-](F)(F)F.N1(OC(N(C)C)=[N+](C)C)[C:34]2[CH:35]=[CH:36][CH:37]=[CH:38][C:33]=2N=N1.C[CH2:48][N:49](C(C)C)C(C)C.[CH3:56][N:57]([CH:59]=[O:60])C>>[CH:33]1([C@H:48]([NH:49][C:22]([C:19]2[O:18][C:17]([C:14]3[N:13]=[CH:12][C:11]4[CH:10]=[CH:9][NH:8][C:16]=4[CH:15]=3)=[CH:21][CH:20]=2)=[O:24])[C:59](=[O:60])[NH:57][CH3:56])[CH2:34][CH2:35][CH2:36][CH2:37][CH2:38]1 |f:1.2|. Reported procedure: 6-(5-Carboxy-furan-2-yl)-pyrrolo[3,2-c]pyridine-1-carboxylic acid tert-butyl ester (164 mg, 0.50 mmol) is dissolved in DMF (5 mL) and O-(benzotriazol-1-yl)-N,N,N′,N′-tetramethyluronium tetrafluoroborate (TBTU) (955 mg, 2.50 mmol), DIEA (0.55 mL, 3.00 mmol) is added as well as the amino acid (284 mg, 1.00 mmol). The reaction is capped and stirred at room temperature. After 5 hours, the reaction is quenched with water and extracted with EtOAc. The organic layer is washed with brine, dried over MgS... The reactants are COC1=CC=C(C=C1)C=1N(N=C2C(=CC=CC12)C1=CC=CC=C1)CCC (3-(4-methoxyphenyl)-7-phenyl-2-propyl-2H-indazole), B(Br)(Br)Br (BBr3). Run in C(Cl)Cl (CH2Cl2). Reaction conditions: time 15 minute. The product is C1(=CC=CC=C1)C1=CC=CC2=C(N(N=C12)CCC)C1=CC=C(C=C1)O (4-(7-phenyl-2-propyl-2H-indazol-3-yl)phenol). The yield is 34.9%. Reaction SMILES: C[O:2][C:3]1[CH:8]=[CH:7][C:6]([C:9]2[N:10]([CH2:24][CH2:25][CH3:26])[N:11]=[C:12]3[C:17]=2[CH:16]=[CH:15][CH:14]=[C:13]3[C:18]2[CH:23]=[CH:22][CH:21]=[CH:20][CH:19]=2)=[CH:5][CH:4]=1.B(Br)(Br)Br>C(Cl)Cl>[C:18]1([C:13]2[C:12]3[C:17](=[C:9]([C:6]4[CH:5]=[CH:4][C:3]([OH:2])=[CH:8][CH:7]=4)[N:10]([CH2:24][CH2:25][CH3:26])[N:11]=3)[CH:16]=[CH:15][CH:14]=2)[CH:19]=[CH:20][CH:21]=[CH:22][CH:23]=1. Procedure: To a solution of 3-(4-methoxyphenyl)-7-phenyl-2-propyl-2H-indazole (0.140 g, 0.43 mmol) in CH2Cl2 (5 mL) was added BBr3 (0.081 mL, 0.865 mmol) at −78° C. The solution was stirred for 15 minutes and allowed to stand overnight in the refrigerator. The reaction was quenched with NH4OH (10 mL) and extracted with CH2Cl2. The organic layer was washed with water and dried (MgSO4). The reaction was purified by flash chromatography (5/1 hexane/ethyl Acetate) to give the title compound as a white solid (0... Reactants: COC(=O)c1ccc(Br)cc1Cl, O=C([O-])[O-], O=C[O-], [Na+], [Na+], [Na+], CN(C)C=O. The product is COC(=O)c1ccc(C=O)cc1Cl. As a reaction SMILES: [Br:1][c:2]1[cH:3][c:4]([Cl:12])[c:5]([C:6](=[O:7])[O:8][CH3:9])[cH:10][cH:11]1.[C:17](=[O:18])([O-:19])[O-:20].[CH:13](=[O:14])[O-:15].[Na+:16].[Na+:21].[Na+:22].[O:23]=[CH:24][N:25]([CH3:26])[CH3:27]>>[c:2]1([CH:13]=[O:14])[cH:3][c:4]([Cl:12])[c:5]([C:6](=[O:7])[O:8][CH3:9])[cH:10][cH:11]1. The reactants are ClC1=C2N=C(C(=NC2=CC=C1)[C@H](C)N1C(C2=CC=CC=C2C1=O)=O)C1=C(C=CC=C1)S(=O)(=O)C ((S)-2-(1-(5-chloro-3-(2-(methylsulfonyl)phenyl)quinoxalin-2-yl)ethyl)isoindoline-1,3-dione), NN (hydrazine). The solvent is O (water), O (water). Reaction conditions: temperature 65 celsius, time 6 hour. Yields the product ClC1=C2N=C(C(=NC2=CC=C1)[C@H](C)N)C1=C(C=CC=C1)S(=O)(=O)C ((S)-1-(5-chloro-3-(2-(methylsulfonyl)phenyl)quinoxalin-2-yl)ethanamine). As a reaction SMILES: [Cl:1][C:2]1[CH:11]=[CH:10][CH:9]=[C:8]2[C:3]=1[N:4]=[C:5]([C:25]1[CH:30]=[CH:29][CH:28]=[CH:27][C:26]=1[S:31]([CH3:34])(=[O:33])=[O:32])[C:6]([C@@H:12]([N:14]1C(=O)C3C(=CC=CC=3)C1=O)[CH3:13])=[N:7]2.NN>O>[Cl:1][C:2]1[CH:11]=[CH:10][CH:9]=[C:8]2[C:3]=1[N:4]=[C:5]([C:25]1[CH:30]=[CH:29][CH:28]=[CH:27][C:26]=1[S:31]([CH3:34])(=[O:33])=[O:32])[C:6]([C@@H:12]([NH2:14])[CH3:13])=[N:7]2. Procedure: A 5 L three-neck round bottom flask equipped with an overhead stirrer, thermocouple and reflux condenser with a nitrogen inlet was charged with (S)-2-(1-(5-chloro-3-(2-(methylsulfonyl)phenyl)quinoxalin-2-yl)ethyl)isoindoline-1,3-dione (193 g, 392 mmol), water (1351 mL) and hydrazine, 35 wt. % solution in water (711 mL, 785 mmol). The resulting white slurry was vigorously stirred at 65° C. under nitrogen for 6 h and then it was allowed to cool to rt overnight. After this time LC-MS analysis showe...